Dataset: the Open Reaction Database (ORD), a public repository of structured organic reaction records. Task: describe an organic reaction: reactants, conditions, products, and yield Starting materials: CCO, [H][H], CCOC(=O)c1ccc(OCC2(O)CCN(Cc3ccccc3)CC2)cc1. The product is CCOC(=O)c1ccc(OCC2(O)CCNCC2)cc1. Reaction SMILES: [CH3:30][CH2:31][OH:32].[H:28][H:29].[OH:1][C:2]1([CH2:15][O:16][c:17]2[cH:18][cH:19][c:20]([C:21](=[O:22])[O:23][CH2:24][CH3:25])[cH:26][cH:27]2)[CH2:3][CH2:4][N:5]([CH2:8][c:9]2[cH:10][cH:11][cH:12][cH:13][cH:14]2)[CH2:6][CH2:7]1>>[OH:1][C:2]1([CH2:15][O:16][c:17]2[cH:18][cH:19][c:20]([C:21](=[O:22])[O:23][CH2:24][CH3:25])[cH:26][cH:27]2)[CH2:3][CH2:4][NH:5][CH2:6][CH2:7]1. Reactants: CC(=O)c1ccc2c(c1)C(c1ccccc1)=NCc1cnc(C)n1-2, CCO, CC(C)O, O=[N+]([O-])c1cc([N+](=O)[O-])c(O)c([N+](=O)[O-])c1, O=[N+]([O-])c1cc([N+](=O)[O-])c(O)c([N+](=O)[O-])c1, O=[N+]([O-])c1cc([N+](=O)[O-])c(O)c([N+](=O)[O-])c1. The product is Cc1ncc2n1-c1ccc(C(C)O)cc1C(c1ccccc1)=NC2, O=[N+]([O-])c1cc([N+](=O)[O-])c(O)c([N+](=O)[O-])c1, O=[N+]([O-])c1cc([N+](=O)[O-])c(O)c([N+](=O)[O-])c1. Reaction SMILES: [C:33]([CH3:34])(=[O:35])[c:36]1[cH:37][cH:38][c:39]2[c:40]([cH:56]1)[C:41]([c:50]1[cH:51][cH:52][cH:53][cH:54][cH:55]1)=[N:42][CH2:43][c:44]1[n:45]-2[c:46]([CH3:49])[n:47][cH:48]1.[CH3:57][CH2:58][OH:59].[CH:76]([OH:77])([CH3:78])[CH3:79].[OH:60][c:61]1[c:62]([N+:63](=[O:64])[O-:65])[cH:66][c:67]([N+:68](=[O:69])[O-:70])[cH:71][c:72]1[N+:73](=[O:74])[O-:75].[c:17]1([N+:18](=[O:19])[O-:20])[cH:21][c:22]([N+:23](=[O:24])[O-:25])[cH:26][c:27]([N+:28](=[O:29])[O-:30])[c:31]1[OH:32].[c:1]1([N+:2](=[O:3])[O-:4])[cH:5][c:6]([N+:7](=[O:8])[O-:9])[cH:10][c:11]([N+:12](=[O:13])[O-:14])[c:15]1[OH:16]>>[CH:33]([CH3:34])([OH:35])[c:36]1[cH:37][cH:38][c:39]2[c:40]([cH:56]1)[C:41]([c:50]1[cH:51][cH:52][cH:53][cH:54][cH:55]1)=[N:42][CH2:43][c:44]1[n:45]-2[c:46]([CH3:49])[n:47][cH:48]1.[c:17]1([N+:18](=[O:19])[O-:20])[cH:21][c:22]([N+:23](=[O:24])[O-:25])[cH:26][c:27]([N+:28](=[O:29])[O-:30])[c:31]1[OH:32].[c:1]1([N+:2](=[O:3])[O-:4])[cH:5][c:6]([N+:7](=[O:8])[O-:9])[cH:10][c:11]([N+:12](=[O:13])[O-:14])[c:15]1[OH:16]. Reactants: BrC(Br)(Br)Br, ClCCl, CCOC(C)=O, OCc1cc(-c2cccc(C(F)(F)F)c2)on1, c1ccc(P(c2ccccc2)c2ccccc2)cc1. The product is FC(F)(F)c1cccc(-c2cc(CBr)no2)c1. Reaction SMILES: [C:18]([Br:19])([Br:20])([Br:21])[Br:22].[CH2:48]([Cl:49])[Cl:50].[CH3:42][CH2:43][O:44][C:45](=[O:46])[CH3:47].[F:1][C:2]([c:3]1[cH:4][c:5](-[c:9]2[cH:10][c:11]([CH2:14][OH:15])[n:12][o:13]2)[cH:6][cH:7][cH:8]1)([F:16])[F:17].[c:23]1([P:24]([c:25]2[cH:26][cH:27][cH:28][cH:29][cH:30]2)[c:31]2[cH:32][cH:33][cH:34][cH:35][cH:36]2)[cH:37][cH:38][cH:39][cH:40][cH:41]1>>[F:1][C:2]([c:3]1[cH:4][c:5](-[c:9]2[cH:10][c:11]([CH2:14][Br:19])[n:12][o:13]2)[cH:6][cH:7][cH:8]1)([F:16])[F:17].